From a dataset of the Open Reaction Database (ORD), a public repository of structured organic reaction records. describe an organic reaction: reactants, conditions, products, and yield Reactants: O (water), C1(=C(C=CC=C1)C(C#C)(C)O)C1=CC=CC=C1 (3-(p-biphenylyl)-but-1-yn-3-ol), [Br-].[NH4+] (ammonium bromide), cuprous chloride. Run in Br (hydrobromic acid). Conditions: time 4 hour. Yields the product BrC=C=C(C)C1=C(C=CC=C1)C1=CC=CC=C1 (1-bromo-3-(p-biphenylyl)-1,2-butadiene). As a reaction SMILES: [C:1]1([C:12]2[CH:17]=[CH:16][CH:15]=[CH:14][CH:13]=2)[CH:6]=[CH:5][CH:4]=[CH:3][C:2]=1[C:7](O)([CH3:10])[C:8]#[CH:9].[Br-:18].[NH4+].O>Br>[Br:18][CH:9]=[C:8]=[C:7]([C:2]1[CH:3]=[CH:4][CH:5]=[CH:6][C:1]=1[C:12]1[CH:17]=[CH:16][CH:15]=[CH:14][CH:13]=1)[CH3:10] |f:1.2|. Procedure details: A suspension of 1.1 g of 3-(p-biphenylyl)-but-1-yn-3-ol (obtainable analogously to Steps A and B, Example 10), 1.8 g of ammonium bromide and 0.2 g cuprous chloride in 10 ml of 48% hydrobromic acid is stirred for 4 hours at room temperature. The reaction mixture is then poured into water and extracted 3 times with 8 ml portions of methylene chloride. The combined organic extracts are washed 3 times with water, dried over anh. S.S., filtered and evaporated (i.v.) to dryness to obtain a residue. Th...